This data is from the Open Reaction Database (ORD), a public repository of structured organic reaction records. The task is: describe an organic reaction: reactants, conditions, products, and yield The reactants are CC1=CC(=NC(=C1)C)N1CCN(CC1)C1=CC=C(C=C1)[N+](=O)[O-] (1-(4,6-dimethyl-pyridin-2-yl)-4-(4-nitro-phenyl)-piperazine). The reagents and catalysts are [Ni] (Raney nickel). Run in CO (methanol). Yields the product CC1=CC(=NC(=C1)C)N1CCN(CC1)C1=CC=C(C=C1)N (4-[4-(4,6-dimethyl-pyridin-2-yl)-piperazin-1-yl]-phenyl amine). Yield: 90.9%. As a reaction SMILES: [CH3:1][C:2]1[CH:7]=[C:6]([CH3:8])[N:5]=[C:4]([N:9]2[CH2:14][CH2:13][N:12]([C:15]3[CH:20]=[CH:19][C:18]([N+:21]([O-])=O)=[CH:17][CH:16]=3)[CH2:11][CH2:10]2)[CH:3]=1>CO.[Ni]>[CH3:1][C:2]1[CH:7]=[C:6]([CH3:8])[N:5]=[C:4]([N:9]2[CH2:14][CH2:13][N:12]([C:15]3[CH:20]=[CH:19][C:18]([NH2:21])=[CH:17][CH:16]=3)[CH2:11][CH2:10]2)[CH:3]=1. Procedure details: A slurry of 1-(4,6-dimethyl-pyridin-2-yl)-4-(4-nitro-phenyl)-piperazine (27 g, 86.5 mmol) in methanol (1 L) was hydrogenated over Raney nickel (8 g) at 70-75 psi and room temperature in a Parr hydrogenation apparatus until no starting material was observed on TLC. The mixture was filtered through Celite and the filtrate concentrated in vacuo to afford 4-[4-(4,6-dimethyl-pyridin-2-yl)-piperazin-1-yl]-phenyl amine (22.2 g, 91%) as a solid which needed no further purification and was used as such i... Starting materials: CCC(=O)Cl, CC(N)C(Oc1ccc2c(cnn2-c2ccc(F)cc2)c1)c1ccc(C(F)(F)F)cc1. Yields the product CCC(=O)NC(C)C(Oc1ccc2c(cnn2-c2ccc(F)cc2)c1)c1ccc(C(F)(F)F)cc1. Reaction SMILES: [C:32]([CH2:33][CH3:34])(=[O:35])[Cl:36].[F:1][c:2]1[cH:3][cH:4][c:5](-[n:8]2[n:9][cH:10][c:11]3[cH:12][c:13]([O:17][CH:18]([CH:19]([CH3:20])[NH2:21])[c:22]4[cH:23][cH:24][c:25]([C:28]([F:29])([F:30])[F:31])[cH:26][cH:27]4)[cH:14][cH:15][c:16]23)[cH:6][cH:7]1>>[F:1][c:2]1[cH:3][cH:4][c:5](-[n:8]2[n:9][cH:10][c:11]3[cH:12][c:13]([O:17][CH:18]([CH:19]([CH3:20])[NH:21][C:32]([CH2:33][CH3:34])=[O:35])[c:22]4[cH:23][cH:24][c:25]([C:28]([F:29])([F:30])[F:31])[cH:26][cH:27]4)[cH:14][cH:15][c:16]23)[cH:6][cH:7]1.